From a dataset of the Open Reaction Database (ORD), a public repository of structured organic reaction records. describe an organic reaction: reactants, conditions, products, and yield Starting materials: C1COCCN1, C1COCCO1, CC(C)(C)[O-], COc1cn(-c2ccc(I)cc2F)nc(-c2ccnn2-c2ccccc2)c1=O, [Na+], O=C(C=Cc1ccccc1)C=Cc1ccccc1, O=C(C=Cc1ccccc1)C=Cc1ccccc1, O=C(C=Cc1ccccc1)C=Cc1ccccc1, O, [Pd], [Pd]. The product is COc1cn(-c2ccc(N3CCOCC3)cc2F)nc(-c2ccnn2-c2ccccc2)c1=O. Reaction SMILES: [CH2:29]1[CH2:30][O:31][CH2:32][CH2:33][NH:34]1.[CH2:42]1[O:43][CH2:44][CH2:45][O:46][CH2:47]1.[CH3:35][C:36]([CH3:37])([O-:38])[CH3:39].[F:1][c:2]1[c:3](-[n:9]2[n:10][c:11](-[c:18]3[cH:19][cH:20][n:21][n:22]3-[c:23]3[cH:24][cH:25][cH:26][cH:27][cH:28]3)[c:12](=[O:17])[c:13]([O:15][CH3:16])[cH:14]2)[cH:4][cH:5][c:6]([I:8])[cH:7]1.[Na+:40].[O:50]=[C:51]([CH:52]=[CH:53][c:54]1[cH:55][cH:56][cH:57][cH:58][cH:59]1)[CH:60]=[CH:61][c:62]1[cH:63][cH:64][cH:65][cH:66][cH:67]1.[O:68]=[C:69]([CH:70]=[CH:71][c:72]1[cH:73][cH:74][cH:75][cH:76][cH:77]1)[CH:78]=[CH:79][c:80]1[cH:81][cH:82][cH:83][cH:84][cH:85]1.[O:86]=[C:87]([CH:88]=[CH:89][c:90]1[cH:91][cH:92][cH:93][cH:94][cH:95]1)[CH:96]=[CH:97][c:98]1[cH:99][cH:100][cH:101][cH:102][cH:103]1.[OH2:41].[Pd:48].[Pd:49]>>[F:1][c:2]1[c:3](-[n:9]2[n:10][c:11](-[c:18]3[cH:19][cH:20][n:21][n:22]3-[c:23]3[cH:24][cH:25][cH:26][cH:27][cH:28]3)[c:12](=[O:17])[c:13]([O:15][CH3:16])[cH:14]2)[cH:4][cH:5][c:6]([N:34]2[CH2:29][CH2:30][O:31][CH2:32][CH2:33]2)[cH:7]1. The reactants are NC1=C(C=C(C=C1)C(=O)OC)O (2-amino-5-methoxycarbonylphenol), C([O-])([O-])=O.[K+].[K+] (potassium carbonate), ClC(C(=O)Cl)C (2-chloropropionyl chloride), O (water). Solvent: CN(C=O)C (dimethylformamide). Product: COC(=O)C1=CC2=C(NC(C(O2)C)=O)C=C1 (7-methoxycarbonyl-2-methyl-3-oxo-3,4-dihydro-2H-1,4-benzoxazine). Yield: 70.8%. RXN SMILES: [NH2:1][C:2]1[CH:7]=[CH:6][C:5]([C:8]([O:10][CH3:11])=[O:9])=[CH:4][C:3]=1[OH:12].C(=O)([O-])[O-].[K+].[K+].Cl[CH:20]([CH3:24])[C:21](Cl)=[O:22].O>CN(C)C=O>[CH3:11][O:10][C:8]([C:5]1[CH:6]=[CH:7][C:2]2[NH:1][C:21](=[O:22])[CH:20]([CH3:24])[O:12][C:3]=2[CH:4]=1)=[O:9] |f:1.2.3|. Reported procedure: To a solution of 2-amino-5-methoxycarbonylphenol [Tetrahedron, 46(15), 5177-5186 (1990)] (8.3 g) in dimethylformamide (65 ml) were added potassium carbonate (20.5 g) and 2-chloropropionyl chloride (6.9 g) and the mixture was stirred at room temperature for a day. The reaction solution was poured into water to give precipitates, which were taken by filtration and dried to give 7-methoxycarbonyl-2-methyl-3-oxo-3,4-dihydro-2H-1,4-benzoxazine (7.78 g). Reaction SMILES: [CH3:1][n:2]1[n:3][c:4]([CH3:20])[c:5]2[c:6]1[n:7][c:8]([CH2:13][CH2:14][N:15]1[CH2:16][CH2:17][CH2:18][CH2:19]1)[c:9]([C:11]#[N:12])[cH:10]2.[Na+:22].[OH-:21].[S:23](=[O:24])(=[O:25])([OH:26])[OH:27]>>[CH3:1][n:2]1[n:3][c:4]([CH3:20])[c:5]2[c:6]1[n:7][c:8]([CH2:13][CH2:14][N:15]1[CH2:16][CH2:17][CH2:18][CH2:19]1)[c:9]([C:11]([NH2:12])=[O:21])[cH:10]2. Reactants: Cc1nn(C)c2nc(CCN3CCCC3)c(C#N)cc12, [Na+], [OH-], O=S(=O)(O)O. Product: Cc1nn(C)c2nc(CCN3CCCC3)c(C(N)=O)cc12. Run in C(Cl)Cl (DCM), C1CCOC1 (THF). Procedure: To a solution of 5-azido-1-(1-ethyl-4-nitro-1H-pyrazol-5-yl)azepan-4-ol (1.25 g, 4.2 mmol) in dry DCM (20 ml) was added dropwise deoxo-Fluor® (3.8 mL, 10.6 mmol, 50% in THF) and the mixture was stirred at room temperature for 16 hr. The mixture was cooled in an ice bath, saturated aqueous NaHCO3 solution (40 mL) was added slowly (effervescence observed) and the mixture was extracted with DCM (2×20 mL). The organic layer was washed with saturated aqueous NaHCO3 solution (2×10 mL), passed through ... As a reaction SMILES: [N:1]([CH:4]1[CH2:10][CH2:9][N:8]([C:11]2[N:15]([CH2:16][CH3:17])[N:14]=[CH:13][C:12]=2[N+:18]([O-:20])=[O:19])[CH2:7][CH2:6][CH:5]1O)=[N+:2]=[N-:3].COCCN(S(F)(F)[F:32])CCOC.C([O-])(O)=O.[Na+]>C(Cl)Cl.C1COCC1>[N:1]([CH:4]1[CH:5]([F:32])[CH2:6][CH2:7][N:8]([C:11]2[N:15]([CH2:16][CH3:17])[N:14]=[CH:13][C:12]=2[N+:18]([O-:20])=[O:19])[CH2:9][CH2:10]1)=[N+:2]=[N-:3] |f:2.3|. Yields the product N(=[N+]=[N-])C1CCN(CCC1F)C1=C(C=NN1CC)[N+](=O)[O-] (4-azido-5-fluoro-1-(1-ethyl-4-nitro-1H-pyrazol-5-yl)azepane). Starting materials: C(=O)(O)[O-].[Na+] (NaHCO3), N(=[N+]=[N-])C1C(CCN(CC1)C1=C(C=NN1CC)[N+](=O)[O-])O (5-azido-1-(1-ethyl-4-nitro-1H-pyrazol-5-yl)azepan-4-ol), COCCN(CCOC)S(F)(F)F (deoxo-Fluor). Reaction conditions: time 16 hour.